The task is: describe an organic reaction: reactants, conditions, products, and yield. This data is from the Open Reaction Database (ORD), a public repository of structured organic reaction records. As a reaction SMILES: [CH:30]([Cl:31])([Cl:32])[Cl:33].[OH:1][CH:2]([CH3:3])[c:4]1[cH:5][cH:6][cH:7][c:8](-[c:22]2[c:23]([CH2:24][CH3:25])[cH:26][cH:27][cH:28][cH:29]2)[c:9]1[O:10][CH2:11][c:12]1[cH:13][cH:14][c:15]([C:16](=[O:17])[O:18][CH3:19])[cH:20][cH:21]1>>[O:1]=[C:2]([CH3:3])[c:4]1[cH:5][cH:6][cH:7][c:8](-[c:22]2[c:23]([CH2:24][CH3:25])[cH:26][cH:27][cH:28][cH:29]2)[c:9]1[O:10][CH2:11][c:12]1[cH:13][cH:14][c:15]([C:16](=[O:17])[O:18][CH3:19])[cH:20][cH:21]1. The product is CCc1ccccc1-c1cccc(C(C)=O)c1OCc1ccc(C(=O)OC)cc1. Reactants: ClC(Cl)Cl, CCc1ccccc1-c1cccc(C(C)O)c1OCc1ccc(C(=O)OC)cc1. Starting materials: [Br-], C1CCOC1, CC(C)(C)[O-], CN(C)CCc1c[nH]c2ccc(C=O)cc12, C[P+](c1ccccc1)(c1ccccc1)c1ccccc1, [K+]. The product is C=Cc1ccc2[nH]cc(CCN(C)C)c2c1. RXN SMILES: [Br-:28].[CH2:23]1[O:24][CH2:25][CH2:26][CH2:27]1.[CH3:17][C:18]([CH3:19])([O-:20])[CH3:21].[CH3:1][N:2]([CH2:3][CH2:4][c:5]1[cH:6][nH:7][c:8]2[cH:9][cH:10][c:11]([CH:14]=[O:15])[cH:12][c:13]12)[CH3:16].[CH3:29][P+:30]([c:31]1[cH:32][cH:33][cH:34][cH:35][cH:36]1)([c:37]1[cH:38][cH:39][cH:40][cH:41][cH:42]1)[c:43]1[cH:44][cH:45][cH:46][cH:47][cH:48]1.[K+:22]>>[CH3:1][N:2]([CH2:3][CH2:4][c:5]1[cH:6][nH:7][c:8]2[cH:9][cH:10][c:11]([CH:14]=[CH2:17])[cH:12][c:13]12)[CH3:16]. The reactants are [N+](=O)([O-])C1=CC=C(C=O)C=C1 (4-Nitrobenzaldehyde), N1CCCCC1 (piperidine), C1=CC=CC=C1 (benzene), CC1=CC(=O)C(C(=O)O1)C(=O)C (dehydroacetic acid). Solvent: O (water). Conditions: time 6 hour. Yields the product OC1=C(C(OC(=C1)C)=O)C(C=CC1=CC=C(C=C1)[N+](=O)[O-])=O (4-hydroxy-6-methyl-3-(4-nitrophenyl)acryloyl-2-pyrone). The yield is 81.6%. RXN SMILES: [N+:1]([C:4]1[CH:11]=[CH:10][C:7]([CH:8]=O)=[CH:6][CH:5]=1)([O-:3])=[O:2].N1CCCCC1.C1C=CC=CC=1.[CH3:24][C:25]1[O:32][C:30](=[O:31])[CH:29]([C:33]([CH3:35])=[O:34])[C:27](=[O:28])[CH:26]=1>O>[OH:28][C:27]1[CH:26]=[C:25]([CH3:24])[O:32][C:30](=[O:31])[C:29]=1[C:33](=[O:34])[CH:35]=[CH:8][C:7]1[CH:10]=[CH:11][C:4]([N+:1]([O-:3])=[O:2])=[CH:5][CH:6]=1. Reported procedure: 4-Nitrobenzaldehyde (4.5 g, 29.7 mmol) and then a number of drops of piperidine were added to a benzene (40 ml) solution of dehydroacetic acid (5.00 g, 29.7 mmol) at room temperature, after which refluxing was performed for 6 hours while eliminating water by azeotropy. The majority of the benzene was distilled of directly, and then the distillation taken to dryness under reduced pressure. Following which, when recrystallization was performed from ethanol, 4-hydroxy-6-methyl-3-(4-nitrophenyl)acry... The product is C(=O)(O)C=1N2C(C(C2SCC1C)NC(CC=1SCCSC1)=O)=O (2-Carboxy-7-[(5,6-dihydro-1,4-dithiin-2-yl)acetamido]-3-methyl-8-oxo-5-thia-1-aza-bicyclo[4,2,0]oct-2-ene). Reaction conditions: temperature 20 celsius, time 45 minute. RXN SMILES: S(Cl)(Cl)=O.[S:5]1[CH2:10][CH2:9][S:8][CH:7]=[C:6]1[CH2:11][C:12]([OH:14])=O.[CH3:15][C:16]1[CH2:25][S:24][C@@H:19]2[C@H:20]([NH2:23])[C:21](=[O:22])[N:18]2[C:17]=1[C:26]([OH:28])=[O:27]>C1C=CC=CC=1.C(Cl)(Cl)Cl.C(N(CC)CC)C>[C:26]([C:17]1[N:18]2[CH:19]([S:24][CH2:25][C:16]=1[CH3:15])[CH:20]([NH:23][C:12](=[O:14])[CH2:11][C:6]1[S:5][CH2:10][CH2:9][S:8][CH:7]=1)[C:21]2=[O:22])([OH:28])=[O:27]. Solvent: C(Cl)(Cl)Cl (chloroform), C(C)N(CC)CC (triethylamine), C(Cl)(Cl)Cl (chloroform), C1=CC=CC=C1 (benzene). Procedure: Thionyl chloride (3 cc.) is added to a solution of (5,6-dihydro-1,4-dithiin-2-yl)acetic acid (3.10 g.) in benzene (60 cc.), and the mixture is heated under reflux until gas ceases to be evolved. The reaction mixture is then concentrated to dryness under reduced pressure (20 mm.Hg). A brown oil is obtained and is dissolved in chloroform (60 cc.). The solution is added dropwise, over the course of one hour, to a suspension of 7-aminodesacetoxycephalosporanic acid (4.28 g.) in chloroform (50 cc.) a... Starting materials: CC1=C(N2[C@@H]([C@@H](C2=O)N)SC1)C(=O)O (7-aminodesacetoxycephalosporanic acid), S(=O)(Cl)Cl (Thionyl chloride), S1C(=CSCC1)CC(=O)O ((5,6-dihydro-1,4-dithiin-2-yl)acetic acid). The yield is 39.7%. The reactants are O=C([O-])[O-], CS(=O)(=O)OCC1CCCN(C(=O)C2(c3ccc(Cl)cc3)CCC2)C1, [Cs+], [Cs+], Oc1ccc(F)cc1, O=C(N1CCCC(COc2ccc3c(c2)OCO3)C1)C1(c2ccc(Cl)cc2)CCC1. The product is O=C(N1CCCC(COc2ccc(F)cc2)C1)C1(c2ccc(Cl)cc2)CCC1. Reaction SMILES: [C:9](=[O:10])([O-:11])[O-:12].[Cl:15][c:16]1[cH:17][cH:18][c:19]([C:22]2([C:26](=[O:27])[N:28]3[CH2:29][CH:30]([CH2:34][O:35][S:36]([CH3:37])(=[O:38])=[O:39])[CH2:31][CH2:32][CH2:33]3)[CH2:23][CH2:24][CH2:25]2)[cH:20][cH:21]1.[Cs+:13].[Cs+:14].[F:1][c:2]1[cH:3][cH:4][c:5]([OH:8])[cH:6][cH:7]1.[O:40]1[c:41]2[cH:42][cH:43][c:44]([O:45][CH2:46][CH:47]3[CH2:48][CH2:49][CH2:50][N:51]([C:52]([C:53]4([c:54]5[cH:55][cH:56][c:57]([Cl:58])[cH:59][cH:60]5)[CH2:61][CH2:62][CH2:63]4)=[O:64])[CH2:65]3)[cH:66][c:67]2[O:68][CH2:69]1>>[F:1][c:2]1[cH:3][cH:4][c:5]([O:8][CH2:34][CH:30]2[CH2:29][N:28]([C:26]([C:22]3([c:19]4[cH:18][cH:17][c:16]([Cl:15])[cH:21][cH:20]4)[CH2:23][CH2:24][CH2:25]3)=[O:27])[CH2:33][CH2:32][CH2:31]2)[cH:6][cH:7]1. Starting materials: COC([C@@H](NC([C@@H](NC([C@@H](NC(=O)OCC1=CC=CC=C1)CC1=CNC2=CC=CC=C12)=O)CO)=O)CC1=CC=C(C=C1)O)=O (Nα -benzyloxycarbonyl-L-trytophyl-L-seryl-L-tyrosine methyl ester), CO (methanol), Cl (hydrogen chloride). The reagents and catalysts are [Pd] (palladium on carbon). The solvent is O1CCCC1 (tetrahydrofuran). Yields the product Cl.COC([C@@H](NC([C@@H](NC([C@@H](N)CC1=CNC2=CC=CC=C12)=O)CO)=O)CC1=CC=C(C=C1)O)=O (L-tryptophyl-L-seryl-L-tyrosine methyl ester hydrochloride). RXN SMILES: [CH3:1][O:2][C:3](=[O:44])[C@H:4]([CH2:36][C:37]1[CH:42]=[CH:41][C:40]([OH:43])=[CH:39][CH:38]=1)[NH:5][C:6](=[O:35])[C@H:7]([CH2:33][OH:34])[NH:8][C:9](=[O:32])[C@H:10]([CH2:22][C:23]1[C:31]2[C:26](=[CH:27][CH:28]=[CH:29][CH:30]=2)[NH:25][CH:24]=1)[NH:11]C(OCC1C=CC=CC=1)=O.CO.[ClH:47]>[Pd].O1CCCC1>[ClH:47].[CH3:1][O:2][C:3](=[O:44])[C@H:4]([CH2:36][C:37]1[CH:38]=[CH:39][C:40]([OH:43])=[CH:41][CH:42]=1)[NH:5][C:6](=[O:35])[C@H:7]([CH2:33][OH:34])[NH:8][C:9](=[O:32])[C@H:10]([CH2:22][C:23]1[C:31]2[C:26](=[CH:27][CH:28]=[CH:29][CH:30]=2)[NH:25][CH:24]=1)[NH2:11] |f:5.6|. Reported procedure: To a mixture of 3.1 g. of Nα -benzyloxycarbonyl-L-trytophyl-L-seryl-L-tyrosine methyl ester and 200 mg. of 20% palladium on carbon is added 75 ml. of methanol containing 1.7 ml. of 3N hydrogen chloride in tetrahydrofuran and the reaction is stirred under an atmosphere of hydrogen for two and a half hours. The mixture is filtered to remove the catalyst and the filtrate is evaporated under reduced pressure to give a residue of L-tryptophyl-L-seryl-L-tyrosine methyl ester hydrochloride which is sui...